From a dataset of the Open Reaction Database (ORD), a public repository of structured organic reaction records. describe an organic reaction: reactants, conditions, products, and yield As a reaction SMILES: [Cl:8][CH2:9][CH2:10][N:11]=[C:12]=[O:13].[O:14]1[CH2:15][CH2:16][CH2:17][CH2:18]1.[OH:1][CH2:2][CH2:3][NH:4][CH2:5][CH2:6][OH:7]>>[OH:1][CH2:2][CH2:3][N:4]([CH2:5][CH2:6][OH:7])[C:12]([NH:11][CH2:10][CH2:9][Cl:8])=[O:13]. Product: O=C(NCCCl)N(CCO)CCO. Starting materials: O=C=NCCCl, C1CCOC1, OCCNCCO. The reactants are Clc1nccc(I)c1Br, O=C([O-])[O-], CCOC(C)=O, Cc1ccccc1, OB(O)c1ccc(Cl)cc1, [Na+], [Na+], O, c1ccc(P(c2ccccc2)(c2ccccc2)[Pd](P(c2ccccc2)(c2ccccc2)c2ccccc2)(P(c2ccccc2)(c2ccccc2)c2ccccc2)P(c2ccccc2)(c2ccccc2)c2ccccc2)cc1. Yields the product Clc1ccc(-c2ccnc(Cl)c2Br)cc1. Reaction SMILES: [Br:1][c:2]1[c:3]([Cl:9])[n:4][cH:5][cH:6][c:7]1[I:8].[C:20](=[O:21])([O-:22])[O-:23].[CH3:26][CH2:27][O:28][C:29]([CH3:30])=[O:31].[CH3:32][c:33]1[cH:34][cH:35][cH:36][cH:37][cH:38]1.[Cl:10][c:11]1[cH:12][cH:13][c:14]([B:17]([OH:18])[OH:19])[cH:15][cH:16]1.[Na+:24].[Na+:25].[OH2:39].[cH:40]1[cH:41][cH:42][c:43]([P:44]([Pd:45]([P:46]([c:47]2[cH:48][cH:49][cH:50][cH:51][cH:52]2)([c:53]2[cH:54][cH:55][cH:56][cH:57][cH:58]2)[c:59]2[cH:60][cH:61][cH:62][cH:63][cH:64]2)([P:65]([c:66]2[cH:67][cH:68][cH:69][cH:70][cH:71]2)([c:72]2[cH:73][cH:74][cH:75][cH:76][cH:77]2)[c:78]2[cH:79][cH:80][cH:81][cH:82][cH:83]2)[P:84]([c:85]2[cH:86][cH:87][cH:88][cH:89][cH:90]2)([c:91]2[cH:92][cH:93][cH:94][cH:95][cH:96]2)[c:97]2[cH:98][cH:99][cH:100][cH:101][cH:102]2)([c:103]2[cH:104][cH:105][cH:106][cH:107][cH:108]2)[c:109]2[cH:110][cH:111][cH:112][cH:113][cH:114]2)[cH:115][cH:116]1>>[Br:1][c:2]1[c:3]([Cl:9])[n:4][cH:5][cH:6][c:7]1-[c:14]1[cH:13][cH:12][c:11]([Cl:10])[cH:16][cH:15]1. Starting materials: BrC=1C=C(C=CC1)C (m-bromotoluene), Cl (HCl), P(OCC)(OCC)[O-] (diethyl phosphite), [Mg] (magnesium), II (iodine), BrCCBr (1,2-dibromoethane). The solvent is C1CCOC1 (THF), C1CCOC1 (THF), C1(=CC=CC=C1)C (toluene), O (water), C1CCOC1 (THF). Run at temperature 40 celsius, time 30 minute. Product: C1(=CC(=CC=C1)P(C=1C=C(C=CC1)C)=O)C (bis(m-tolyl)phosphine oxide). The yield is 93.3%. Reaction SMILES: [Mg].II.Br[CH2:5][CH2:6]Br.Br[C:9]1[CH:10]=[C:11]([CH3:15])[CH:12]=[CH:13][CH:14]=1.[P:16]([O-:23])(OCC)OCC.Cl>C1COCC1.C1(C)C=CC=CC=1.O>[C:5]1([CH3:6])[CH:11]=[CH:10][CH:9]=[C:14]([PH:16](=[O:23])[C:9]2[CH:10]=[C:11]([CH3:15])[CH:12]=[CH:13][CH:14]=2)[CH:13]=1. Procedure details: Under a nitrogen stream, a solution of magnesium (3.60 g, 3.50 equivalents) and a small amount of iodine and 1,2-dibromoethane in THF (25 mL) solution was stirred at room temperature for 30 min. A solution of m-bromotoluene (25.36 g, 3.51 equivalents) in THF (130 mL) was added at 24° C., and the mixture was stirred at 40° C. for 30 min. Then, a solution of diethyl phosphite (5.84 g, 42.3 mmol) in THF (10 mL) was added at 25° C., and the mixture was stirred at 24° C. for 1.5 hrs. 6M-HCl (20 mL) w... Reactants: FC1=CC=C(C=C1)C(O)C=1C=CC=2N(C1)C(=NN2)C(C)C ((4-fluoro-phenyl)-(3-isopropyl-[1,2,4]triazolo[4,3-a]pyridin-6-yl)-methanol). Reagents/catalysts: [Zn] (Zn). Run in C(=O)O (formic acid). Reaction conditions: temperature 105 celsius. The product is FC1=CC=C(CC=2C=CC=3N(C2)C(=NN3)C(C)C)C=C1 (6(4-Fluoro-benzyl)-3-isopropyl-[1,2,4]triazolo[4,3-a]pyridine). Isolated yield 31.5%. As a reaction SMILES: [F:1][C:2]1[CH:7]=[CH:6][C:5]([CH:8]([C:10]2[CH:11]=[CH:12][C:13]3[N:14]([C:16]([CH:19]([CH3:21])[CH3:20])=[N:17][N:18]=3)[CH:15]=2)O)=[CH:4][CH:3]=1>[Zn].C(O)=O>[F:1][C:2]1[CH:7]=[CH:6][C:5]([CH2:8][C:10]2[CH:11]=[CH:12][C:13]3[N:14]([C:16]([CH:19]([CH3:20])[CH3:21])=[N:17][N:18]=3)[CH:15]=2)=[CH:4][CH:3]=1. Procedure: A mixture of (4-fluoro-phenyl)-(3-isopropyl-[1,2,4]triazolo[4,3-a]pyridin-6-yl)-methanol (591.3 mg, 2.07 mmol), Zn (1 g), and formic acid (3 mL) was heated at 105° C. for 4 days. The reaction was cooled, concentrated in vacuo, and quenched with saturated Na2CO3. The reaction mixture was extracted with ethyl acetate, the extracts dried over sodium sulfate and concentrated in vacuo. The residue was purified by flash chromatography (eluting with 10% methanol/ethyl acetate), followed by ethyl acetat... The reactants are C(C(=O)Cl)(=O)Cl (oxalyl chloride), CS(=O)C (dimethylsulfoxide), [Cl-].[NH4+] (ammonium chloride), FC(C=1C=C(C(=O)N2[C@@H](CN(CC2)CCOCCO)CC2=CC(=C(C=C2)C)C)C=C(C1)C(F)(F)F)(F)F ((2R)-1-[3,5-bis(trifluoromethyl)benzoyl]-2-(3,4-dimethylbenzyl)-4-[2-(2-hydroxyethoxy)ethyl]piperazine). The solvent is ClCCl (dichloromethane), ClCCl (dichloromethane), C(C)N(CC)CC (Triethylamine). Conditions: temperature -45 celsius, time 15 minute. The product is FC(C=1C=C(C(=O)N2[C@@H](CN(CC2)CCOCC=O)CC2=CC(=C(C=C2)C)C)C=C(C1)C(F)(F)F)(F)F ((2R)-1-[3,5-bis(trifluoromethyl)benzoyl]-2-(3,4-dimethylbenzyl)-4-[2-(formylmethoxy)ethyl]piperazine). Yield: 54.1%. RXN SMILES: C(Cl)(=O)C(Cl)=O.CS(C)=O.[F:11][C:12]([F:47])([F:46])[C:13]1[CH:14]=[C:15]([CH:39]=[C:40]([C:42]([F:45])([F:44])[F:43])[CH:41]=1)[C:16]([N:18]1[CH2:23][CH2:22][N:21]([CH2:24][CH2:25][O:26][CH2:27][CH2:28][OH:29])[CH2:20][C@H:19]1[CH2:30][C:31]1[CH:36]=[CH:35][C:34]([CH3:37])=[C:33]([CH3:38])[CH:32]=1)=[O:17].[Cl-].[NH4+]>ClCCl.C(N(CC)CC)C>[F:47][C:12]([F:11])([F:46])[C:13]1[CH:14]=[C:15]([CH:39]=[C:40]([C:42]([F:43])([F:44])[F:45])[CH:41]=1)[C:16]([N:18]1[CH2:23][CH2:22][N:21]([CH2:24][CH2:25][O:26][CH2:27][CH:28]=[O:29])[CH2:20][C@H:19]1[CH2:30][C:31]1[CH:36]=[CH:35][C:34]([CH3:37])=[C:33]([CH3:38])[CH:32]=1)=[O:17] |f:3.4|. Procedure: To a stirred solution of oxalyl chloride (151 mg) in dichloromethane (3 ml) was added dropwise a solution of dimethylsulfoxide (123 mg) in dichloromethane (0.25 ml) at −78° C. under nitrogen atmosphere. After 15 minutes, (2R)-1-[3,5-bis(trifluoromethyl)benzoyl]-2-(3,4-dimethylbenzyl)-4-[2-(2-hydroxyethoxy)ethyl]piperazine (317 mg) was added at the same temperature. After 15 minutes, the resulting mixture was stirred at −45° C. for 1 hour. Triethylamine (446 mg) was added at −45° C., and the whol...